This data is from the Open Reaction Database (ORD), a public repository of structured organic reaction records. The task is: describe an organic reaction: reactants, conditions, products, and yield Starting materials: NC=1SC(=NN1)C=1C=NC=CC1 (2-amino-5-(3-pyridyl)-1,3,4-thiadiazole), C(C)OC=C(C(=O)OCC)C(=O)OCC (diethyl ethoxymethylene-malonate). Reaction conditions: temperature 120 celsius, time 9 hour. The product is N1=CC(=CC=C1)C1=NN=C(S1)NC=C(C(=O)OCC)C(=O)OCC (diethyl N-[5-(3-pyridyl)-1,3,4-thiadiazol-2-yl]-aminomethylene-malonate). RXN SMILES: [NH2:1][C:2]1[S:3][C:4]([C:7]2[CH:8]=[N:9][CH:10]=[CH:11][CH:12]=2)=[N:5][N:6]=1.C(O[CH:16]=[C:17]([C:23]([O:25][CH2:26][CH3:27])=[O:24])[C:18]([O:20][CH2:21][CH3:22])=[O:19])C>>[N:9]1[CH:10]=[CH:11][CH:12]=[C:7]([C:4]2[S:3][C:2]([NH:1][CH:16]=[C:17]([C:18]([O:20][CH2:21][CH3:22])=[O:19])[C:23]([O:25][CH2:26][CH3:27])=[O:24])=[N:6][N:5]=2)[CH:8]=1. Reported procedure: 2-amino-5-(3-pyridyl)-1,3,4-thiadiazole (10 g) was reacted with diethyl ethoxymethylene-malonate (18 g) under stirring at 120° C. for 9 hours. After cooling the reaction mixture was crystallized from CH2Cl2 -isopropyl ether to give diethyl N-[5-(3-pyridyl)-1,3,4-thiadiazol-2-yl]-aminomethylene-malonate, m.p. 144°-145° C. (15.8 g) which was treated with polyphosphoric acid (6.6 g: 3.5 g of 99% H3PO4 and 3.1 g of P2O5) and POCl3 (27.8 g) under stirring at 120° C. for 40 minutes. The reactants are C1CCOC1, COC(=O)c1cccc(-c2ncc(OCCCN(C)C)cn2)c1, CC(C)C[AlH]CC(C)C, [Na+], [Na+], O=S(=O)([O-])[O-]. Product: CN(C)CCCOc1cnc(-c2cccc(CO)c2)nc1. RXN SMILES: [CH2:40]1[O:41][CH2:42][CH2:43][CH2:44]1.[CH3:10][N:11]([CH2:12][CH2:13][CH2:14][O:15][c:16]1[cH:17][n:18][c:19](-[c:22]2[cH:23][c:24]([C:25](=[O:26])[O:27][CH3:28])[cH:29][cH:30][cH:31]2)[n:20][cH:21]1)[CH3:32].[CH3:1][CH:2]([CH2:3][AlH:4][CH2:5][CH:6]([CH3:7])[CH3:8])[CH3:9].[Na+:33].[Na+:34].[O-:35][S:36](=[O:37])(=[O:38])[O-:39]>>[CH3:10][N:11]([CH2:12][CH2:13][CH2:14][O:15][c:16]1[cH:17][n:18][c:19](-[c:22]2[cH:23][c:24]([CH2:25][OH:26])[cH:29][cH:30][cH:31]2)[n:20][cH:21]1)[CH3:32]. Starting materials: solid, Cl.Cl.Cl.O1COC2=C1C=CC=C2N2CCN(CC2)CC[C@@H]2CC[C@H](CC2)N (Trans-4-[2-(4-Benzo[1,3]dioxol-4-yl-piperazin-1-yl)-ethyl]-cyclohexylamine trihydrochloride), Cl.Cl.Cl.O1COC2=C1C=CC=C2N2CCN(CC2)CC[C@@H]2CC[C@H](CC2)N (Trans-4-[2-(4-Benzo[1,3]dioxol-4-yl-piperazin-1-yl)-ethyl]-cyclohexylamine trihydrochloride), FC1(C(C1)C(=O)O)F (2,2-difluorocyclopropanecarboxylic acid). Product: O1COC2=C1C=CC=C2N2CCN(CC2)CC[C@@H]2CC[C@H](CC2)NC(=O)C2C(C2)(F)F (Trans-2,2-Difluoro-cyclopropanecarboxylic acid {4-[2-(4-benzo[1,3]dioxol-4-yl-piperazin-1-yl)-ethyl]-cyclohexyl}-amide). As a reaction SMILES: Cl.Cl.Cl.[O:4]1[C:8]2[CH:9]=[CH:10][CH:11]=[C:12]([N:13]3[CH2:18][CH2:17][N:16]([CH2:19][CH2:20][C@H:21]4[CH2:26][CH2:25][C@H:24]([NH2:27])[CH2:23][CH2:22]4)[CH2:15][CH2:14]3)[C:7]=2[O:6][CH2:5]1.[F:28][C:29]1([F:35])[CH2:31][CH:30]1[C:32](O)=[O:33]>>[O:4]1[C:8]2[CH:9]=[CH:10][CH:11]=[C:12]([N:13]3[CH2:18][CH2:17][N:16]([CH2:19][CH2:20][C@H:21]4[CH2:26][CH2:25][C@H:24]([NH:27][C:32]([CH:30]5[CH2:31][C:29]5([F:35])[F:28])=[O:33])[CH2:23][CH2:22]4)[CH2:15][CH2:14]3)[C:7]=2[O:6][CH2:5]1 |f:0.1.2.3|. Procedure: The title compound, white solid (5 mg, 15%), MS (ISP) m/z=436.3 [(M+H)+], was prepared in accordance with the general method of example 1 from Trans-4-[2-(4-Benzo[1,3]dioxol-4-yl-piperazin-1-yl)-ethyl]-cyclohexylamine hydrochloride (Intermediate A) (25.8 mg, 0.070 mmol) and 2,2-difluorocyclopropanecarboxylic acid Starting materials: CCC(=O)OCCc1ccc(-n2c(CC)nc3ccccc32)cc1, C1CCOC1, CO, [Li+], [OH-]. Yields the product CCc1nc2ccccc2n1-c1ccc(CCO)cc1. Reaction SMILES: [C:1](=[O:2])([CH2:3][CH3:4])[O:5][CH2:6][CH2:7][c:8]1[cH:9][cH:10][c:11](-[n:14]2[c:15]([CH2:23][CH3:24])[n:16][c:17]3[c:18]2[cH:19][cH:20][cH:21][cH:22]3)[cH:12][cH:13]1.[CH2:29]1[O:30][CH2:31][CH2:32][CH2:33]1.[CH3:27][OH:28].[Li+:26].[OH-:25]>>[OH:5][CH2:6][CH2:7][c:8]1[cH:9][cH:10][c:11](-[n:14]2[c:15]([CH2:23][CH3:24])[n:16][c:17]3[c:18]2[cH:19][cH:20][cH:21][cH:22]3)[cH:12][cH:13]1. Reactants: COC(=O)c1ccc(OC)cc1-c1ccc(F)cc1, CO, [Na+], [OH-]. Product: COc1ccc(C(=O)O)c(-c2ccc(F)cc2)c1. RXN SMILES: [CH3:1][O:2][c:3]1[cH:4][c:5](-[c:13]2[cH:14][cH:15][c:16]([F:19])[cH:17][cH:18]2)[c:6]([C:7](=[O:8])[O:9][CH3:10])[cH:11][cH:12]1.[CH3:22][OH:23].[Na+:21].[OH-:20]>>[CH3:1][O:2][c:3]1[cH:4][c:5](-[c:13]2[cH:14][cH:15][c:16]([F:19])[cH:17][cH:18]2)[c:6]([C:7](=[O:8])[OH:9])[cH:11][cH:12]1. Reactants: ClCCl, CCOC(=O)N=NC(=O)OCC, O=S1(=O)CCN(CCCO)CC1, COCCSc1ncnc2cc(O)ccc12, c1ccc(P(c2ccccc2)c2ccccc2)cc1. The product is COCCSc1ncnc2cc(OCCCN3CCS(=O)(=O)CC3)ccc12. As a reaction SMILES: [CH2:60]([Cl:61])[Cl:62].[O:1]=[C:2]([O:3][CH2:4][CH3:5])[N:6]=[N:7][C:8]([O:9][CH2:10][CH3:11])=[O:12].[O:29]=[S:30]1(=[O:40])[CH2:31][CH2:32][N:33]([CH2:36][CH2:37][CH2:38][OH:39])[CH2:34][CH2:35]1.[OH:13][c:14]1[cH:15][cH:16][c:17]2[c:18]([S:24][CH2:25][CH2:26][O:27][CH3:28])[n:19][cH:20][n:21][c:22]2[cH:23]1.[c:41]1([P:42]([c:43]2[cH:44][cH:45][cH:46][cH:47][cH:48]2)[c:49]2[cH:50][cH:51][cH:52][cH:53][cH:54]2)[cH:55][cH:56][cH:57][cH:58][cH:59]1>>[O:13]([c:14]1[cH:15][cH:16][c:17]2[c:18]([S:24][CH2:25][CH2:26][O:27][CH3:28])[n:19][cH:20][n:21][c:22]2[cH:23]1)[CH2:38][CH2:37][CH2:36][N:33]1[CH2:32][CH2:31][S:30](=[O:29])(=[O:40])[CH2:35][CH2:34]1.